This data is from the Open Reaction Database (ORD), a public repository of structured organic reaction records. The task is: describe an organic reaction: reactants, conditions, products, and yield The reactants are dimethyl acetal, C(C)C1=C(NCC=O)C(=CC=C1)CC (2-(2,6-diethylanilino)acetaldehyde), C1=CC=CC=C1 (benzene), C([O-])([O-])=O.[Na+].[Na+] (sodium carbonate), ClCC(=O)Cl (chloroacetyl chloride). Solvent: O (water). Product: dimethyl acetal, ClCC(=O)N(C1=C(C=CC=C1CC)CC)CC=O (2-[N-(α-chloroacetyl)-2,6-diethylanilino]acetaldehyde). RXN SMILES: [CH2:1]([C:3]1[CH:12]=[CH:11][CH:10]=[C:9]([CH2:13][CH3:14])[C:4]=1[NH:5][CH2:6][CH:7]=[O:8])[CH3:2].C1C=CC=CC=1.C(=O)([O-])[O-].[Na+].[Na+].[Cl:27][CH2:28][C:29](Cl)=[O:30]>O>[Cl:27][CH2:28][C:29]([N:5]([CH2:6][CH:7]=[O:8])[C:4]1[C:9]([CH2:13][CH3:14])=[CH:10][CH:11]=[CH:12][C:3]=1[CH2:1][CH3:2])=[O:30] |f:2.3.4|. Procedure details: The dimethyl acetal of 2-(2,6-diethylanilino)acetaldehyde (13 grams), benzene (75 ml) and sodium carbonate (5.8 grams) dissolved in water (50 ml) were charged into a glass reaction vessel equipped with a mechanical stirrer, thermometer and addition funnel. The mixture was cooled in an ice bath and chloroacetyl chloride (6.2 grams) was added dropwise with stirring. After addition was completed stirring was continued and the reaction mixture was allowed to warm up to room temperature. After this t... Starting materials: COC(=O)c1ccc(CSc2c(Cl)ccc3c2CCN(C(=O)OC(C)(C)C)CC3)cc1F, C1CCOC1, Cl, [K+], [OH-], O. Product: CC(C)(C)OC(=O)N1CCc2ccc(Cl)c(SCc3ccc(C(=O)O)c(F)c3)c2CC1. Reaction SMILES: [C:1]([CH3:2])([CH3:3])([CH3:4])[O:5][C:6](=[O:7])[N:8]1[CH2:9][CH2:10][c:11]2[c:12]([c:15]([S:20][CH2:21][c:22]3[cH:23][c:24]([F:32])[c:25]([C:28](=[O:29])[O:30][CH3:31])[cH:26][cH:27]3)[c:16]([Cl:19])[cH:17][cH:18]2)[CH2:13][CH2:14]1.[CH2:36]1[O:37][CH2:38][CH2:39][CH2:40]1.[ClH:35].[K+:34].[OH-:33].[OH2:41]>>[C:1]([CH3:2])([CH3:3])([CH3:4])[O:5][C:6](=[O:7])[N:8]1[CH2:9][CH2:10][c:11]2[c:12]([c:15]([S:20][CH2:21][c:22]3[cH:23][c:24]([F:32])[c:25]([C:28](=[O:29])[OH:30])[cH:26][cH:27]3)[c:16]([Cl:19])[cH:17][cH:18]2)[CH2:13][CH2:14]1.